From a dataset of the Open Reaction Database (ORD), a public repository of structured organic reaction records. describe an organic reaction: reactants, conditions, products, and yield Starting materials: O=C1CCC(=O)N1Br, Cc1ccc(Br)cc1Cl, O=C(OOC(=O)c1ccccc1)c1ccccc1, Clc1ccccc1, ClCCl. Yields the product Clc1cc(Br)ccc1CBr. Reaction SMILES: [Br:10][N:11]1[C:12](=[O:13])[CH2:14][CH2:15][C:16]1=[O:17].[Br:1][c:2]1[cH:3][c:4]([Cl:9])[c:5]([CH3:8])[cH:6][cH:7]1.[C:18]([O:19][O:20][C:21](=[O:22])[c:23]1[cH:24][cH:25][cH:26][cH:27][cH:28]1)(=[O:29])[c:30]1[cH:31][cH:32][cH:33][cH:34][cH:35]1.[Cl:36][c:37]1[cH:38][cH:39][cH:40][cH:41][cH:42]1.[Cl:43][CH2:44][Cl:45]>>[Br:1][c:2]1[cH:3][c:4]([Cl:9])[c:5]([CH2:8][Br:10])[cH:6][cH:7]1. The reactants are N1(C=NC=C1)CC1=CC=C2N=C(C(NC2=C1)=O)C (7-(1H-imidazol-1-ylmethyl)-3-methyl-2(1H)-quinoxalinone), [OH-].[Na+] (sodium hydroxide), IC (iodomethane). Solvent: CN(C=O)C (N,N-dimethylformamide). Conditions: time 1.5 hour. The product is O.N1(C=NC=C1)CC1=CC=C2N=C(C(N(C2=C1)C)=O)C.N1(C=NC=C1)CC1=CC=C2N=C(C(N(C2=C1)C)=O)C (7-(1H-imidazol-1-ylmethyl)-1,3-dimethyl-2(1H)-quinoxalinone hemihydrate). Isolated yield 66.8%. RXN SMILES: [N:1]1([CH2:6][C:7]2[CH:16]=[C:15]3[C:10]([N:11]=[C:12]([CH3:18])[C:13](=[O:17])[NH:14]3)=[CH:9][CH:8]=2)[CH:5]=[CH:4][N:3]=[CH:2]1.[OH-].[Na+].I[CH3:22]>CN(C)C=O>[OH2:17].[N:1]1([CH2:6][C:7]2[CH:16]=[C:15]3[C:10]([N:11]=[C:12]([CH3:18])[C:13](=[O:17])[N:14]3[CH3:22])=[CH:9][CH:8]=2)[CH:5]=[CH:4][N:3]=[CH:2]1.[N:1]1([CH2:6][C:7]2[CH:16]=[C:15]3[C:10]([N:11]=[C:12]([CH3:18])[C:13](=[O:17])[N:14]3[CH3:22])=[CH:9][CH:8]=2)[CH:5]=[CH:4][N:3]=[CH:2]1 |f:1.2,5.6.7|. Procedure: A mixture of 3 parts of 7-(1H-imidazol-1-ylmethyl)-3-methyl-2(1H)-quinoxalinone, 0.3 parts of a sodium hydroxide dispersion 50% and 28 parts of N,N-dimethylformamide was stirred for 1.5 hours at room temperature. 2 Parts of iodomethane were added and stirring was continued for 12 hours at room temperature under nitrogen atmosphere. The reaction mixture was evaporated to dry and the residue was taken up in water and potassium carbonate. The product was extracted with dichloromethane. The extract ... Reactants: COC=1C=C2CCC(C2=CC1)=O (5-methoxy-1-indanone), C1(=CC=C(C=C1)S(=O)(=O)NN)C (p-toluenesulfonhydrazide). Solvent: CCO (EtOH). Yields the product S(=O)(=O)(C1=CC=C(C)C=C1)NN=C1CCC2=CC(=CC=C12)OC (5-Methoxy-1-indanone tosylhydrazone). Isolated yield 98.1%. As a reaction SMILES: [CH3:1][O:2][C:3]1[CH:4]=[C:5]2[C:9](=[CH:10][CH:11]=1)[C:8](=O)[CH2:7][CH2:6]2.[C:13]1([CH3:24])[CH:18]=[CH:17][C:16]([S:19]([NH:22][NH2:23])(=[O:21])=[O:20])=[CH:15][CH:14]=1>CCO>[S:19]([NH:22][N:23]=[C:8]1[C:9]2[C:5](=[CH:4][C:3]([O:2][CH3:1])=[CH:11][CH:10]=2)[CH2:6][CH2:7]1)([C:16]1[CH:15]=[CH:14][C:13]([CH3:24])=[CH:18][CH:17]=1)(=[O:20])=[O:21]. Procedure details: A mixture of 5.00 g (31 mmol, Aldrich) of 5-methoxy-1-indanone and 6.33 g (34.0 mmol, Aldrich) of p-toluenesulfonhydrazide in 50 ml EtOH was heated on a steam bath until homogeneous. The solution was cooled and the solid which formed was filtered to yield 10.05 g (99%) of title compound as cream colored crystals: m.p. 195°-196° C. Starting materials: O (water), C1(=CC=C(C=C1)CN1C=C2C(C=3C=CC=CC13)=NNC2=O)C2=CC=CC=C2 (5-(biphenyl-4-ylmethyl)-2,5-dihydro-3H-pyrazolo[4,3-c]quinolin-3-one), C(C1=CC=CC=C1)Br (benzyl bromide), [H-].[Na+] (sodium hydride). The solvent is CN(C=O)C (N,N-dimethylformamide). Reaction conditions: temperature 0 celsius, time 15 minute. Yields the product C1(=CC=C(C=C1)CN1C=C2C(C=3C=CC=CC13)=NN(C2=O)CC2=CC=CC=C2)C2=CC=CC=C2 (5-(Biphenyl-4-ylmethyl)-2-(phenylmethyl)-2,5-dihydro-3H-pyrazolo[4,3-c]quinolin-3-one). As a reaction SMILES: [C:1]1([C:22]2[CH:27]=[CH:26][CH:25]=[CH:24][CH:23]=2)[CH:6]=[CH:5][C:4]([CH2:7][N:8]2[C:17]3[CH:16]=[CH:15][CH:14]=[CH:13][C:12]=3[C:11]3=[N:18][NH:19][C:20](=[O:21])[C:10]3=[CH:9]2)=[CH:3][CH:2]=1.[H-].[Na+].[CH2:30](Br)[C:31]1[CH:36]=[CH:35][CH:34]=[CH:33][CH:32]=1.O>CN(C)C=O>[C:1]1([C:22]2[CH:27]=[CH:26][CH:25]=[CH:24][CH:23]=2)[CH:2]=[CH:3][C:4]([CH2:7][N:8]2[C:17]3[CH:16]=[CH:15][CH:14]=[CH:13][C:12]=3[C:11]3=[N:18][N:19]([CH2:30][C:31]4[CH:36]=[CH:35][CH:34]=[CH:33][CH:32]=4)[C:20](=[O:21])[C:10]3=[CH:9]2)=[CH:5][CH:6]=1 |f:1.2|. Reported procedure: 5-Biphenyl-4-ylmethyl)-2,5-dihydro-3H-pyrazolo[4,3-c]quinolin-3-one [(Example 8, Step 3), 110 mg, 0.313 mmol] was dissolved in N,N-dimethylformamide (5 mL), cooled to 0° C. and treated with sodium hydride (37.6 mg, 0.939 mmol, 3 equiv). After stirring for 15 minutes, the mixture was warmed to ambient temperature and stirred for an additional 15 minutes. The mixture was cooled to 0° C., treated with benzyl bromide (0.112 mL, 0.939 mmol, 3 equiv) and after 5 minutes, was warmed to ambient temperat... Starting materials: CC1(OCCO1)C1=CC=C(O1)CN1N=CC(=C1)N (1-[5-(2-methyl-[1,3]dioxolan-2-yl)-furan-2-ylmethyl]-1H-pyrazol-4-ylamine), C(C)(C)C=1OC(=C(N1)C(=O)O)C1=CC=CC=C1 (2-isopropyl-5-phenyl-oxazole-4-carboxylic acid). Reported procedure: Following general procedure B followed by C, starting from 1-[5-(2-methyl-[1,3]dioxolan-2-yl)-furan-2-ylmethyl]-1H-pyrazol-4-ylamine and 2-isopropyl-5-phenyl-oxazole-4-carboxylic acid. LC-MS-conditions 02: tR=1.05 min; [M+H]+=418.95. Yields the product C(C)(=O)C1=CC=C(O1)CN1N=CC(=C1)NC(=O)C=1N=C(OC1C1=CC=CC=C1)C(C)C (2-Isopropyl-5-phenyl-oxazole-4-carboxylic acid [1-(5-acetyl-furan-2-ylmethyl)-1H-pyrazol-4-yl]-amide). Reaction SMILES: [CH3:1][C:2]1([C:7]2[O:11][C:10]([CH2:12][N:13]3[CH:17]=[C:16]([NH2:18])[CH:15]=[N:14]3)=[CH:9][CH:8]=2)[O:6]CCO1.[CH:19]([C:22]1[O:23][C:24]([C:30]2[CH:35]=[CH:34][CH:33]=[CH:32][CH:31]=2)=[C:25]([C:27](O)=[O:28])[N:26]=1)([CH3:21])[CH3:20]>>[C:2]([C:7]1[O:11][C:10]([CH2:12][N:13]2[CH:17]=[C:16]([NH:18][C:27]([C:25]3[N:26]=[C:22]([CH:19]([CH3:21])[CH3:20])[O:23][C:24]=3[C:30]3[CH:31]=[CH:32][CH:33]=[CH:34][CH:35]=3)=[O:28])[CH:15]=[N:14]2)=[CH:9][CH:8]=1)(=[O:6])[CH3:1]. Reactants: COC=1C=C2CCCN(C2=CC1)S(=O)(=O)C1=CC=C(C(=O)O)C=C1 (4-(6-methoxy-3,4-dihydroquinolin-1(2H)-ylsulfonyl)benzoic acid), N1=C(C=CC=C1)C=1N=C(SC1)N (4-(pyridin-2-yl)thiazol-2-amine). The product is COC=1C=C2CCCN(C2=CC1)S(=O)(=O)C1=CC=C(C(=O)NC=2SC=C(N2)C2=NC=CC=C2)C=C1 (4-(6-methoxy-3,4-dihydroquinolin-1(2H)-ylsulfonyl)-N-(4-(pyridin-2-yl)thiazol-2-yl)benzamide). As a reaction SMILES: [CH3:1][O:2][C:3]1[CH:4]=[C:5]2[C:10](=[CH:11][CH:12]=1)[N:9]([S:13]([C:16]1[CH:24]=[CH:23][C:19]([C:20]([OH:22])=O)=[CH:18][CH:17]=1)(=[O:15])=[O:14])[CH2:8][CH2:7][CH2:6]2.[N:25]1[CH:30]=[CH:29][CH:28]=[CH:27][C:26]=1[C:31]1[N:32]=[C:33]([NH2:36])[S:34][CH:35]=1>>[CH3:1][O:2][C:3]1[CH:4]=[C:5]2[C:10](=[CH:11][CH:12]=1)[N:9]([S:13]([C:16]1[CH:24]=[CH:23][C:19]([C:20]([NH:36][C:33]3[S:34][CH:35]=[C:31]([C:26]4[CH:27]=[CH:28][CH:29]=[CH:30][N:25]=4)[N:32]=3)=[O:22])=[CH:18][CH:17]=1)(=[O:15])=[O:14])[CH2:8][CH2:7][CH2:6]2. Procedure: 4-(6-methoxy-3,4-dihydroquinolin-1(2H)-ylsulfonyl)benzoic acid (17) (118 mg, 0.34 mmol) was treated with 4-(pyridin-2-yl)thiazol-2-amine (50 mg, 0.28 mmol) using method C. The residue was purified using flash chromatography eluting with 50-100% EtOAc in hexanes. The resulting solid was triturated with diethyl ether to give 4-(6-methoxy-3,4-dihydroquinolin-1(2H)-ylsulfonyl)-N-(4-(pyridin-2-yl)thiazol-2-yl)benzamide as an off-white solid. Yield: 56 mg (39%). 1H-NMR: 8.64-8.61 (m, 1H), 8.21 (d, J=8...